Dataset: the Open Reaction Database (ORD), a public repository of structured organic reaction records. Task: describe an organic reaction: reactants, conditions, products, and yield The reactants are mixture, O1CCCC1.C(C)(C)[N-]C(C)C.[Li+] (lithium diisopropylamide mono(tetrahydrofuran)), ClC1=C(C=CC=2OC(=CC21)S(=O)[O-])Cl.[Li+] (lithium 4,5-dichlorobenzo[b]furan-2-sulfinate), ClC1=CC2=C(OC(=C2)S(=O)[O-])C=C1Cl.[Li+] (lithium 5,6-dichlorobenzo[b]furan-2sulfinate), ClN1C(CCC1=O)=O (N-chlorosuccinimide). The solvent is ClCCl (dichloromethane), CCOCC (ether), C1CCCCC1 (cyclohexane). Run at time 1 hour. Product: ClC1=C(C=CC=2OC(=CC21)S(=O)(=O)Cl)Cl (4,5-dichlorobenzo[b]furan-2-ylsulfonyl chloride), ClC1=CC2=C(OC(=C2)S(=O)(=O)Cl)C=C1Cl (5,6-dichlorobenzo[b]furan-2-ylsulfonyl chloride). As a reaction SMILES: O1CCCC1.C([N-]C(C)C)(C)C.[Li+].[Cl:14][C:15]1[C:23]2[CH:22]=[C:21]([S:24]([O-:26])=[O:25])[O:20][C:19]=2[CH:18]=[CH:17][C:16]=1[Cl:27].[Li+].[Cl:29][C:30]1[C:41]([Cl:42])=[CH:40][C:33]2[O:34][C:35]([S:37]([O-:39])=[O:38])=[CH:36][C:32]=2[CH:31]=1.[Li+].[Cl:44]N1C(=O)CCC1=O>CCOCC.C1CCCCC1.ClCCl>[Cl:14][C:15]1[C:23]2[CH:22]=[C:21]([S:24]([Cl:29])(=[O:26])=[O:25])[O:20][C:19]=2[CH:18]=[CH:17][C:16]=1[Cl:27].[Cl:29][C:30]1[C:41]([Cl:42])=[CH:40][C:33]2[O:34][C:35]([S:37]([Cl:44])(=[O:39])=[O:38])=[CH:36][C:32]=2[CH:31]=1 |f:0.1.2,3.4,5.6|. Reported procedure: To a solution of the mixture obtained in Step 2 (100 g) in anhydrous ether (440 ml) was added dropwise 1.5 M lithium diisopropylamide mono(tetrahydrofuran) in cyclohexane (440 ml) under nitrogen atmosphere at -70° C. over 1 hour, then into the solution was bubbled sulfur dioxide for 1.5 hours at -70° C. After stirring for 1 hour at room temperature, the solvent was removed in vacuo and ether was added to the residue. The formed precipitate was separated by filtration to give a mixture of lithium... Reactants: CC(CCCCCCCCCCC)=O (2-tridecanone), C(C)(C)C1=C(C(=CC=C1)C(C)C)N=C=O (2,6-diisopropylphenyl isocyanate), C(C)(C)[N-]C(C)C.[Li+] (lithium diisopropylamide). The product is CC(C)C1=C(C(=CC=C1)C(C)C)NC(CC(CCCCCCCCCCC)=O)=O (N-[2,6-bis(1-methylethyl)phenyl]-3-oxo-tetradecanamide). The yield is 64.0%. As a reaction SMILES: [CH3:1][C:2](=[O:14])[CH2:3][CH2:4][CH2:5][CH2:6][CH2:7][CH2:8][CH2:9][CH2:10][CH2:11][CH2:12][CH3:13].[CH:15]([C:18]1[CH:23]=[CH:22][CH:21]=[C:20]([CH:24]([CH3:26])[CH3:25])[C:19]=1[N:27]=[C:28]=[O:29])([CH3:17])[CH3:16].C([N-]C(C)C)(C)C.[Li+]>>[CH3:17][CH:15]([C:18]1[CH:23]=[CH:22][CH:21]=[C:20]([CH:24]([CH3:25])[CH3:26])[C:19]=1[NH:27][C:28](=[O:29])[CH2:1][C:2](=[O:14])[CH2:3][CH2:4][CH2:5][CH2:6][CH2:7][CH2:8][CH2:9][CH2:10][CH2:11][CH2:12][CH3:13])[CH3:16] |f:2.3|. Reported procedure: The title compound was prepared from 2-tridecanone (10.0 g, 0.050 mol), 2,6-diisopropylphenyl isocyanate (10.16 g, 0.050 mol) and lithium diisopropylamide (0.050 mol) using the procedure described in Example 1. Purification by flash chromatography (silica gel, 15% EtOAc/hexane) yielded 13.14 g (0.032 mol, 65%) of the desired product. Reactants: OCCN1CCN(CC1)CC(=O)NC=1C(=NC(=CC1SC)C)SC (2-[4-(2-hydroxyethyl)piperazin-1-yl]-N-[2,4-bis(methylthio)-6-methylpyridin-3-yl]acetamide), FC1=CC2=C(N=C(N2)S)C=C1 (5-fluoro-2-mercaptobenzimidazole), OCCN1CCN(CC1)CC(=O)NC=1C(=NC(=CC1OCC(F)(F)F)C)OCC(F)(F)F (2-[4-(2-hydroxyethyl) piperazin-1-yl]-N-[2, 4-bis(2,2,2-trifluoroethoxy)-6-methylpyridin-3-yl]acetamide), SC=1NC2=C(N1)C=CC=C2 (2-mercaptobenzimidazole). The product is FC1=CC2=C(N=C(N2)SCCN2CCN(CC2)CC(=O)NC=2C(=NC(=CC2OCC(F)(F)F)C)OCC(F)(F)F)C=C1 (2-[4-[2-(5-fluorobenzimidazol-2-ylthio)ethyl]piperazin-1-yl]-N-[2,4-bis(2,2,2-trifluoroethoxy)-6-methylpyridin-3-yl]acetamide). Reaction SMILES: OCCN1CCN(CC(NC2C(SC)=NC(C)=CC=2SC)=O)CC1.O[CH2:26][CH2:27][N:28]1[CH2:33][CH2:32][N:31]([CH2:34][C:35]([NH:37][C:38]2[C:39]([O:51][CH2:52][C:53]([F:56])([F:55])[F:54])=[N:40][C:41]([CH3:50])=[CH:42][C:43]=2[O:44][CH2:45][C:46]([F:49])([F:48])[F:47])=[O:36])[CH2:30][CH2:29]1.SC1NC2C=CC=CC=2N=1.[F:67][C:68]1[CH:77]=[CH:76][C:71]2[N:72]=[C:73]([SH:75])[NH:74][C:70]=2[CH:69]=1>>[F:67][C:68]1[CH:77]=[CH:76][C:71]2[N:72]=[C:73]([S:75][CH2:26][CH2:27][N:28]3[CH2:29][CH2:30][N:31]([CH2:34][C:35]([NH:37][C:38]4[C:39]([O:51][CH2:52][C:53]([F:56])([F:55])[F:54])=[N:40][C:41]([CH3:50])=[CH:42][C:43]=4[O:44][CH2:45][C:46]([F:48])([F:49])[F:47])=[O:36])[CH2:32][CH2:33]3)[NH:74][C:70]=2[CH:69]=1. Procedure details: The reaction and treatments of Example 12 were repeated, except that 2-[4-(2-hydroxyethyl)piperazin-1-yl]-N-[2,4-bis(methylthio)-6-methylpyridin-3-yl]acetamide was replaced by 2-[4-(2-hydroxyethyl) piperazin-1-yl]-N-[2, 4-bis(2,2,2-trifluoroethoxy)-6-methylpyridin-3-yl]acetamide, and 2-mercaptobenzimidazole was replaced by 5-fluoro-2-mercaptobenzimidazole, to thereby yield the title compound as a pale brown foamed substance. Reaction SMILES: [CH3:13][C:14]([C:15](=[O:16])[Cl:17])([CH3:18])[CH3:19].[CH3:1][O:2][C:3]([c:4]1[c:5]([NH2:11])[c:6]([NH2:10])[cH:7][cH:8][cH:9]1)=[O:12].[cH:20]1[cH:21][cH:22][n:23][cH:24][cH:25]1>>[CH3:1][O:2][C:3]([c:4]1[c:5]([NH2:11])[c:6]([NH:10][C:15]([C:14]([CH3:13])([CH3:18])[CH3:19])=[O:16])[cH:7][cH:8][cH:9]1)=[O:12]. The product is COC(=O)c1cccc(NC(=O)C(C)(C)C)c1N. The reactants are CC(C)(C)C(=O)Cl, COC(=O)c1cccc(N)c1N, c1ccncc1. Starting materials: BrBr, CC(=O)O, Cc1ccc2c(O)noc2c1. Product: Cc1cc2onc(O)c2cc1Br. As a reaction SMILES: [Br:12][Br:13].[CH3:14][C:15](=[O:16])[OH:17].[CH3:1][c:2]1[cH:3][c:4]2[c:5]([c:6]([OH:9])[n:7][o:8]2)[cH:10][cH:11]1>>[CH3:1][c:2]1[cH:3][c:4]2[c:5]([c:6]([OH:9])[n:7][o:8]2)[cH:10][c:11]1[Br:12]. Reactants: [OH-].[Na+] (sodium hydroxide), NC1=C(C=NN1C1=NC=C(C=C1)C(F)(F)F)C(=O)OCC (5-amino-1-(5-trifluoromethyl-pyrid-2-yl)-4-ethoxycarbonyl-pyrazole). Run in C(C)O (ethanol). Reaction conditions: temperature 80 celsius, time 4 hour. Product: NC1=C(C=NN1C1=NC=C(C=C1)C(F)(F)F)C(=O)O (5-amino-1-(5-trifluoromethyl-pyrid-2-yl)-pyrazole-4-carboxylic acid). The yield is 94.3%. RXN SMILES: [OH-].[Na+].[NH2:3][C:4]1[N:8]([C:9]2[CH:14]=[CH:13][C:12]([C:15]([F:18])([F:17])[F:16])=[CH:11][N:10]=2)[N:7]=[CH:6][C:5]=1[C:19]([O:21]CC)=[O:20]>C(O)C>[NH2:3][C:4]1[N:8]([C:9]2[CH:14]=[CH:13][C:12]([C:15]([F:18])([F:17])[F:16])=[CH:11][N:10]=2)[N:7]=[CH:6][C:5]=1[C:19]([OH:21])=[O:20] |f:0.1|. Procedure: 10 ml of 45% strength aqueous sodium hydroxide solution are added to 18 g (0.06 mole) of 5-amino-1-(5-trifluoromethyl-pyrid-2-yl)-4-ethoxycarbonyl-pyrazole in 100 ml of 50% strength aqueous ethanol solution and the mixture is stirred at 80° C. for 4 hours. For working up, the solvent is removed in vacuo, the residue is taken up in 50 ml of water and the mixture is stirred into a solution of 20 ml of concentrated hydrochloric acid and 50 ml of water. The precipitate is filtered off with suction, ... The reactants are Br, Br, CS(C)=O, COc1cccc(N2CCNCC2)c1, [Na+], [OH-]. Yields the product COc1cc(N2CCNCC2)ccc1Br. As a reaction SMILES: [BrH:1].[BrH:2].[CH3:19][S:20]([CH3:21])=[O:22].[CH3:3][O:4][c:5]1[cH:6][c:7]([N:11]2[CH2:12][CH2:13][NH:14][CH2:15][CH2:16]2)[cH:8][cH:9][cH:10]1.[Na+:18].[OH-:17]>>[Br:1][c:10]1[c:5]([O:4][CH3:3])[cH:6][c:7]([N:11]2[CH2:12][CH2:13][NH:14][CH2:15][CH2:16]2)[cH:8][cH:9]1. As a reaction SMILES: [CH3:1][O:2][C:3](=[O:11])[C:4]1[CH:9]=[CH:8][C:7]([OH:10])=[CH:6][CH:5]=1.[CH:12]1(O)[CH2:23][CH2:22]C[CH2:20][CH2:19][CH2:18][CH2:17][CH2:16][CH2:15][CH2:14][CH2:13]1>CC([O-])C.CC([O-])C.CC([O-])C.CC([O-])C.[Ti+4].CO>[CH:1]1([O:2][C:3](=[O:11])[C:4]2[CH:9]=[CH:8][C:7]([OH:10])=[CH:6][CH:5]=2)[CH2:22][CH2:23][CH2:12][CH2:13][CH2:14][CH2:15][CH2:16][CH2:17][CH2:18][CH2:19][CH2:20]1 |f:2.3.4.5.6|. Procedure: 22.82 g (0.15 mol) p-hydroxybenzoic acid methyl ester, 55.30 g (0.30 mol) cyclododecanol and 28 mg (0.1 mmol) tetraisopropyl orthotitanate are placed under argon in a round-bottom flask with distillation bridge. The mixture is stirred and heated to 160° C. within one hour. On reaching this temperature the pressure is reduced to 900 mbar and during the further course of the reaction to 800 mbar, during which time methanol is removed by distillation. Stirring is continued for 5 hours at this tempe... Run at temperature 160 celsius, time 5 hour. Reagents/catalysts: CC(C)[O-].CC(C)[O-].CC(C)[O-].CC(C)[O-].[Ti+4] (tetraisopropyl orthotitanate). The solvent is CO (methanol). Reactants: COC(C1=CC=C(C=C1)O)=O (p-hydroxybenzoic acid methyl ester), C1(CCCCCCCCCCC1)O (cyclododecanol), C1(CCCCCCCCCCC1)O (cyclododecanol). Yields the product C1(CCCCCCCCCCC1)OC(C1=CC=C(C=C1)O)=O (4-hydroxybenzoic Acid Cyclododecyl Ester). Starting materials: II (iodine), [Mg] (magnesium), C(CCCCCC)Br (heptyl bromide), BrC=1C=C(C=O)C=CC1 (m-bromobenzaldehyde), II (iodine), [Cl-].[NH4+] (ammonium chloride). The solvent is O1CCCC1 (tetrahydrofuran), O1CCCC1 (tetrahydrofuran), O1CCCC1 (tetrahydrofuran). Reaction conditions: temperature 65 celsius, time 1 hour. Product: BrC=1C=C(C=CC1)C(CCCCCCC)O (1-(3-Bromophenyl)octanol). RXN SMILES: II.[Mg].[CH2:4](Br)[CH2:5][CH2:6][CH2:7][CH2:8][CH2:9][CH3:10].[Br:12][C:13]1[CH:14]=[C:15]([CH:18]=[CH:19][CH:20]=1)[CH:16]=[O:17].[Cl-].[NH4+]>O1CCCC1>[Br:12][C:13]1[CH:14]=[C:15]([CH:16]([OH:17])[CH2:4][CH2:5][CH2:6][CH2:7][CH2:8][CH2:9][CH3:10])[CH:18]=[CH:19][CH:20]=1 |f:4.5|. Reported procedure: A small amount of iodine was added to a solution (100 ml) of magnesium (9.8 g) in anhydrous tetrahydrofuran and the mixture was stirred at 50° C. until the color of the iodine disappeared. A solution of heptyl bromide in anhydrous tetrahydrofuran (200 ml) was dropwise added thereto over 1 hour. The mixture was stirred at 65° C. for 1 hour and a solution of m-bromobenzaldehyde in anhydrous tetrahydrofuran (200 ml) was dropwise added thereto under ice-cooling. The mixture was stirred at room tempe...